Dataset: the Open Reaction Database (ORD), a public repository of structured organic reaction records. Task: describe an organic reaction: reactants, conditions, products, and yield The reactants are ON1N=NC2=C1C=CC=C2 (1-hydroxybenzotriazole), Cl.CN(CCCN=C=NCC)C (1-(3-dimethylaminopropyl)-3-ethylcarbodiimide hydrochloride), FC(CN)(F)F (2,2,2-trifluoroethyl amine), ClC1=CC(=NC=C1)C(=O)O (4-chloropyridine-2-carboxylic acid). The solvent is O (Water), ClCCl (dichloromethane). Conditions: time 1 hour. Yields the product FC(CNC(=O)C1=NC=CC(=C1)Cl)(F)F (N-(2,2,2-trifluoroethyl)-4-chloropyridine-2-carboxamide). Yield: 57.5%. As a reaction SMILES: ON1C2C=CC=CC=2N=N1.Cl.CN(C)CCCN=C=NCC.[F:23][C:24]([F:28])([F:27])[CH2:25][NH2:26].[Cl:29][C:30]1[CH:35]=[CH:34][N:33]=[C:32]([C:36](O)=[O:37])[CH:31]=1>O.ClCCl>[F:23][C:24]([F:28])([F:27])[CH2:25][NH:26][C:36]([C:32]1[CH:31]=[C:30]([Cl:29])[CH:35]=[CH:34][N:33]=1)=[O:37] |f:1.2|. Procedure: 1-hydroxybenzotriazole (0.53 g, 3.5 mmol), 1-(3-dimethylaminopropyl)-3-ethylcarbodiimide hydrochloride (WSC) (0.67 g, 3.5 mmol) and 2,2,2-trifluoroethyl amine (0.51 ml. 6.35 mmol) were added to a dichloromethane solution (5 ml) of 4-chloropyridine-2-carboxylic acid (0.5 g, 3.17 mmol) and the mixture was stirred at room temperature for one hour. Water was added to the reaction solution, which was then extracted with ethyl acetate. The extraction solution with ethyl acetate was dried over magnesiu... Starting materials: CO, CN(OC1CCCCO1)C(=O)c1ccc(C=CCCc2ccccc2)cc1, Cc1ccc(S(=O)(=O)[O-])cc1, c1cc[nH+]cc1. The product is CN(O)C(=O)c1ccc(C=CCCc2ccccc2)cc1. As a reaction SMILES: [CH3:45][OH:46].[c:1]1([CH2:7][CH2:8][CH:9]=[CH:10][c:11]2[cH:12][cH:13][c:14]([C:15](=[O:16])[N:17]([O:18][CH:19]3[CH2:20][CH2:21][CH2:22][CH2:23][O:24]3)[CH3:25])[cH:26][cH:27]2)[cH:2][cH:3][cH:4][cH:5][cH:6]1.[c:28]1([CH3:29])[cH:30][cH:31][c:32]([S:33]([O-:34])(=[O:35])=[O:36])[cH:37][cH:38]1.[nH+:39]1[cH:40][cH:41][cH:42][cH:43][cH:44]1>>[c:1]1([CH2:7][CH2:8][CH:9]=[CH:10][c:11]2[cH:12][cH:13][c:14]([C:15](=[O:16])[N:17]([OH:18])[CH3:25])[cH:26][cH:27]2)[cH:2][cH:3][cH:4][cH:5][cH:6]1. The reactants are C(C1=CC=CC=C1)N1C2CN(CC2CC1)C(=O)OCC (ethyl 2-benzyl-2,7-diazabicyclo [3.3.0]octane-7-carboxylate), C([O-])([O-])=O.[K+].[K+] (potassium carbonate). Solvent: Cl (hydrochloric acid). Product: C(C1=CC=CC=C1)N1C2CNCC2CC1 (2-Benzyl-2,7-diazabicyclo[3.3.0]octane). RXN SMILES: [CH2:1]([N:8]1[CH2:15][CH2:14][CH:13]2[CH:9]1[CH2:10][N:11](C(OCC)=O)[CH2:12]2)[C:2]1[CH:7]=[CH:6][CH:5]=[CH:4][CH:3]=1.C(=O)([O-])[O-].[K+].[K+]>Cl>[CH2:1]([N:8]1[CH2:15][CH2:14][CH:13]2[CH:9]1[CH2:10][NH:11][CH2:12]2)[C:2]1[CH:7]=[CH:6][CH:5]=[CH:4][CH:3]=1 |f:1.2.3|. Procedure details: 55.6 g (0.2 mol) of ethyl 2-benzyl-2,7-diazabicyclo [3.3.0]octane-7-carboxylate are heated under reflux overnight with 300 ml of concentrated hydrochloric acid. The mixture is then rendered alkaline with potassium carbonate and extracted five times with 100 ml of chloroform each time, the extracts are dried over potassium carbonate and concentrated, and the residue is distilled. Reactants: C1CNC1, CC#N, CCN(C(C)C)C(C)C, O=C(O)c1c[nH]c(=O)c2cc(S(=O)(=O)Cl)ccc12, C1CCOC1. Yields the product O=C(O)c1c[nH]c(=O)c2cc(S(=O)(=O)N3CCC3)ccc12. RXN SMILES: [CH2:19]1[CH2:20][NH:21][CH2:22]1.[CH3:37][C:38]#[N:39].[CH:23]([N:24]([CH:25]([CH3:26])[CH3:27])[CH2:28][CH3:29])([CH3:30])[CH3:31].[Cl:1][S:2](=[O:3])(=[O:4])[c:5]1[cH:6][cH:7][c:8]2[c:9]([C:16](=[O:17])[OH:18])[cH:10][nH:11][c:12](=[O:15])[c:13]2[cH:14]1.[O:32]1[CH2:33][CH2:34][CH2:35][CH2:36]1>>[S:2](=[O:3])(=[O:4])([c:5]1[cH:6][cH:7][c:8]2[c:9]([C:16](=[O:17])[OH:18])[cH:10][nH:11][c:12](=[O:15])[c:13]2[cH:14]1)[N:21]1[CH2:20][CH2:19][CH2:22]1.